From a dataset of the Open Reaction Database (ORD), a public repository of structured organic reaction records. describe an organic reaction: reactants, conditions, products, and yield Reactants: CN(C(C(CC(=O)OC(C)(C)C)C1=CC=C(C=C1)OCC1=CC=CC=C1)=O)[C@@H](C(=O)OC)C (Methyl 2-[N-Methyl-N-((R/S)-α-t-butoxycarbonylmethyl-4-benzyloxyphenylacetyl)amino]-(R)-propionate). The reagents and catalysts are [Pd] (Pd/C). The solvent is CO (MeOH). The product is CN(C(C(CC(=O)OC(C)(C)C)C1=CC=C(C=C1)O)=O)[C@@H](C(=O)OC)C (Methyl 2-[N-Methyl-N-((R/S)-α-t-butoxycarbonylmethyl-4-hydroxyphenylacetyl)amino]-(R)-propionate). The yield is 62.3%. RXN SMILES: [CH3:1][N:2]([C@H:28]([CH3:33])[C:29]([O:31][CH3:32])=[O:30])[C:3](=[O:27])[CH:4]([C:13]1[CH:18]=[CH:17][C:16]([O:19]CC2C=CC=CC=2)=[CH:15][CH:14]=1)[CH2:5][C:6]([O:8][C:9]([CH3:12])([CH3:11])[CH3:10])=[O:7]>CO.[Pd]>[CH3:1][N:2]([C@H:28]([CH3:33])[C:29]([O:31][CH3:32])=[O:30])[C:3](=[O:27])[CH:4]([C:13]1[CH:18]=[CH:17][C:16]([OH:19])=[CH:15][CH:14]=1)[CH2:5][C:6]([O:8][C:9]([CH3:12])([CH3:11])[CH3:10])=[O:7]. Procedure details: A solution of methyl 2-[N-methyl-N-((R/S)-α-t-butoxycarbonylmethyl-4-benzyloxyphenylacetyl)amino]-(R)-propionate 48c (3.0 g, 6.59 mmol) in MeOH (75 mL) was hydrogenated under atmospheric pressure using 10% Pd/C (0.6 g) as a catalyst for a period of 4.5 hours. The catalyst was filtered off and the solvent was removed under reduced pressure. The residue was purified on a silica gel column using 40% EtOAc/hexane as an eluent to afford the phenol product (1.5 g, 62%) as a solid. MS (CI—NH3): (M+H)+=... Reactants: F[B-](F)(F)F, C[O+](C)C, COc1cc(C)on1, ClCCl. Yields the product F[B-](F)(F)F, COc1cc(C)o[n+]1C. Reaction SMILES: [B-:9]([F:10])([F:11])([F:12])[F:13].[CH3:14][O+:15]([CH3:16])[CH3:17].[CH3:1][O:2][c:3]1[n:4][o:5][c:6]([CH3:8])[cH:7]1.[Cl:18][CH2:19][Cl:20]>>[B-:9]([F:10])([F:11])([F:12])[F:13].[CH3:1][O:2][c:3]1[n+:4]([CH3:14])[o:5][c:6]([CH3:8])[cH:7]1. Reactants: C#CCCCO, C1CCNCC1, C[Si](C)(C)C#Cc1ccc(-n2ccc3cc(OS(=O)(=O)C(F)(F)F)ccc32)cc1, [Cu]I, [Pd], c1ccc(P(c2ccccc2)c2ccccc2)cc1, c1ccc(P(c2ccccc2)c2ccccc2)cc1, c1ccc(P(c2ccccc2)c2ccccc2)cc1, c1ccc(P(c2ccccc2)c2ccccc2)cc1. The product is C[Si](C)(C)C#Cc1ccc(-n2ccc3cc(C#CCCCO)ccc32)cc1. As a reaction SMILES: [CH2:30]([CH2:31][CH2:32][C:33]#[CH:34])[OH:35].[CH2:36]1[CH2:37][CH2:38][NH:39][CH2:40][CH2:41]1.[CH3:1][Si:2]([CH3:3])([CH3:4])[C:5]#[C:6][c:7]1[cH:8][cH:9][c:10](-[n:13]2[cH:14][cH:15][c:16]3[cH:17][c:18]([O:22][S:23]([C:24]([F:25])([F:26])[F:27])(=[O:28])=[O:29])[cH:19][cH:20][c:21]23)[cH:11][cH:12]1.[Cu:119][I:120].[Pd:42].[c:100]1([P:101]([c:102]2[cH:103][cH:104][cH:105][cH:106][cH:107]2)[c:108]2[cH:109][cH:110][cH:111][cH:112][cH:113]2)[cH:114][cH:115][cH:116][cH:117][cH:118]1.[c:43]1([P:44]([c:45]2[cH:46][cH:47][cH:48][cH:49][cH:50]2)[c:51]2[cH:52][cH:53][cH:54][cH:55][cH:56]2)[cH:57][cH:58][cH:59][cH:60][cH:61]1.[c:62]1([P:63]([c:64]2[cH:65][cH:66][cH:67][cH:68][cH:69]2)[c:70]2[cH:71][cH:72][cH:73][cH:74][cH:75]2)[cH:76][cH:77][cH:78][cH:79][cH:80]1.[c:81]1([P:82]([c:83]2[cH:84][cH:85][cH:86][cH:87][cH:88]2)[c:89]2[cH:90][cH:91][cH:92][cH:93][cH:94]2)[cH:95][cH:96][cH:97][cH:98][cH:99]1>>[CH3:1][Si:2]([CH3:3])([CH3:4])[C:5]#[C:6][c:7]1[cH:8][cH:9][c:10](-[n:13]2[cH:14][cH:15][c:16]3[cH:17][c:18]([C:34]#[C:33][CH2:32][CH2:31][CH2:30][OH:35])[cH:19][cH:20][c:21]23)[cH:11][cH:12]1. The reactants are O1C2=C(NC(C1)=O)C=NC=C2 (4H-pyrido[4,3-b][1,4]oxazin-3-one), [H-].[Na+] (sodium hydride), BrC=1C=C(C(=O)Cl)C=C(C1OC)Br (3,5-dibromo-4-methoxy-benzoyl chloride). The solvent is O (water). Yields the product BrC=1C=C(C(=O)N2C3=C(OCC2=O)C=CN=C3)C=C(C1OC)Br (4-(3,5-dibromo-4-methoxy-benzoyl)-4H-pyrido[4,3-b][1,4]oxazin-3-one). Reaction SMILES: [O:1]1[CH2:6][C:5](=[O:7])[NH:4][C:3]2[CH:8]=[N:9][CH:10]=[CH:11][C:2]1=2.[H-].[Na+].[Br:14][C:15]1[CH:16]=[C:17]([CH:21]=[C:22]([Br:26])[C:23]=1[O:24][CH3:25])[C:18](Cl)=[O:19]>O>[Br:14][C:15]1[CH:16]=[C:17]([CH:21]=[C:22]([Br:26])[C:23]=1[O:24][CH3:25])[C:18]([N:4]1[C:5](=[O:7])[CH2:6][O:1][C:2]2[CH:11]=[CH:10][N:9]=[CH:8][C:3]1=2)=[O:19] |f:1.2|. Procedure details: By the same method as in Example 56, 4H-pyrido[4,3-b][1,4]oxazin-3-one (200 mg, 1.33 mmol), sodium hydride (56 mg, 1.40 mmol) and 3,5-dibromo-4-methoxy-benzoyl chloride (437 mg, 1.33 mmol) were reacted, and then water was added thereto and the mixture was extracted with ethyl acetate. The combined organic layer was dried over anhydrous sodium sulfate (Na2SO4), filtered and evaporated under reduced pressure. The residue was purified by column chromatography on silica eluting with a solvent of eth...